The task is: describe an organic reaction: reactants, conditions, products, and yield. This data is from the Open Reaction Database (ORD), a public repository of structured organic reaction records. Reactants: C1(=CC=CC=C1)C1(C=CC(C1)N=[N+]=[N-])C1=CC=CC=C1 (4,4-diphenyl-2-cyclopentenyl azide), C1(=CC=CC=C1)P(C1=CC=CC=C1)C1=CC=CC=C1 (triphenylphosphine). The solvent is CC(=O)C (acetone). Reaction conditions: time 20 minute. Product: C(C)(C)NC1C=CC(C1)(C1=CC=CC=C1)C1=CC=CC=C1 (N-isopropyl-4,4-diphenyl-2-cyclopentenylamine). The yield is 81.6%. RXN SMILES: [C:1]1([C:7]2([C:15]3[CH:20]=[CH:19][CH:18]=[CH:17][CH:16]=3)[CH2:11][CH:10]([N:12]=[N+]=[N-])[CH:9]=[CH:8]2)[CH:6]=[CH:5][CH:4]=[CH:3][CH:2]=1.[C:21]1(P(C2C=CC=CC=2)C2C=CC=CC=2)[CH:26]=CC=C[CH:22]=1>CC(C)=O>[CH:21]([NH:12][CH:10]1[CH2:11][C:7]([C:15]2[CH:20]=[CH:19][CH:18]=[CH:17][CH:16]=2)([C:1]2[CH:6]=[CH:5][CH:4]=[CH:3][CH:2]=2)[CH:8]=[CH:9]1)([CH3:26])[CH3:22]. Reported procedure: To a solution of 4,4-diphenyl-2-cyclopentenyl azide (0.30 g) in acetone (3 ml) was added triphenylphosphine (0.33 g) at room temperature and refluxed for 21 hours. After being cooled, the solvent was removed under reduced pressure and a solution of sodium borohydride (0.22 g), in methanol (3 ml) was added thereto. After being stirred for 20 minutes, brine and ethyl acetate were added. The organic layer was separated, washed with brine, dried over magnesium sulfate and evaporated in vacuo. The re... The reactants are N#Cc1ccc(Cn2cncn2)cc1, [Li]CCCC, Fc1ccc(CCCBr)cc1. Yields the product N#Cc1ccc(C(CCCc2ccc(F)cc2)n2cncn2)cc1. RXN SMILES: [C:1](#[N:2])[c:3]1[cH:4][cH:5][c:6]([CH2:7][n:8]2[n:9][cH:10][n:11][cH:12]2)[cH:13][cH:14]1.[CH3:15][CH2:16][CH2:17][CH2:18][Li:19].[F:20][c:21]1[cH:22][cH:23][c:24]([CH2:27][CH2:28][CH2:29][Br:30])[cH:25][cH:26]1>>[C:1](#[N:2])[c:3]1[cH:4][cH:5][c:6]([CH:7]([n:8]2[n:9][cH:10][n:11][cH:12]2)[CH2:29][CH2:28][CH2:27][c:24]2[cH:23][cH:22][c:21]([F:20])[cH:26][cH:25]2)[cH:13][cH:14]1. The reactants are resultant mixture, [H-].[Na+] (sodium hydride), ClC1=NC=CC=C1 (2-chloropyridine), CC(COC1=CC=C(C=C1)OC1=CC=CC=C1)O (1-methyl-2-(4-phenoxyphenoxy)ethanol), ClC1=NC=CC=C1 (2-chloropyridine). The reagents and catalysts are [Br-].C(CCC)[N+](CCCC)(CCCC)CCCC (Tetra-n-butylammonium bromide). Run in C1(=CC=CC=C1)C (toluene). Reaction conditions: time 6 hour. The product is CC(COC1=CC=C(C=C1)OC1=CC=CC=C1)OC1=NC=CC=C1 (2-[1-methyl-2-(4-phenoxyphenoxy)ethoxy]pyridine). Yield: 121.4%. RXN SMILES: [H-].[Na+].Cl[C:4]1[CH:9]=[CH:8][CH:7]=[CH:6][N:5]=1.[CH3:10][CH:11]([OH:27])[CH2:12][O:13][C:14]1[CH:19]=[CH:18][C:17]([O:20][C:21]2[CH:26]=[CH:25][CH:24]=[CH:23][CH:22]=2)=[CH:16][CH:15]=1>[Br-].C([N+](CCCC)(CCCC)CCCC)CCC.C1(C)C=CC=CC=1>[CH3:10][CH:11]([O:27][C:4]1[CH:9]=[CH:8][CH:7]=[CH:6][N:5]=1)[CH2:12][O:13][C:14]1[CH:19]=[CH:18][C:17]([O:20][C:21]2[CH:26]=[CH:25][CH:24]=[CH:23][CH:22]=2)=[CH:16][CH:15]=1 |f:0.1,4.5|. Procedure: To a mixture of sodium hydride (0.61 g, 15 mmol; 60% in oil) and 2-chloropyridine (1 g, 9 mmol), there was dropwise added a mixture of 1-methyl-2-(4-phenoxyphenoxy)ethanol (3.0 g, 12 mmol) and 2-chloropyridine (5 g, 44 mmol) with stirring at an inner temperature of 0° to 5° C. Tetra-n-butylammonium bromide (0.2 g) was added to the resultant mixture, and stirring was continued at room temperature for 40 minutes and at an inner temperature of 85° to 90° C. for 6 hours. After allowed to cool, tolue... Starting materials: [Br-], C1=Nc2ccccc2N2CCc3cccc1c32, C[Mg+], [NH4+], C1CCOC1, [OH-]. Yields the product CC1Nc2ccccc2N2CCc3cccc1c32. Reaction SMILES: [Br-:18].[CH2:1]1[CH2:2][c:3]2[cH:4][cH:5][cH:6][c:7]3[c:8]2[N:9]1[c:10]1[c:11]([cH:14][cH:15][cH:16][cH:17]1)[N:12]=[CH:13]3.[CH3:19][Mg+:20].[NH4+:22].[O:23]1[CH2:24][CH2:25][CH2:26][CH2:27]1.[OH-:21]>>[CH2:1]1[CH2:2][c:3]2[cH:4][cH:5][cH:6][c:7]3[c:8]2[N:9]1[c:10]1[c:11]([cH:14][cH:15][cH:16][cH:17]1)[NH:12][CH:13]3[CH3:19]. The reactants are CC(C)=O, CC1=C(C=CC(C)O)C(C)(C)CC(O)C1. The product is CC(=O)C=CC1=C(C)CC(O)CC1(C)C. As a reaction SMILES: [CH3:16][C:17](=[O:18])[CH3:19].[OH:1][CH:2]1[CH2:3][C:4]([CH3:15])=[C:5]([CH:10]=[CH:11][CH:12]([CH3:13])[OH:14])[C:6]([CH3:8])([CH3:9])[CH2:7]1>>[OH:1][CH:2]1[CH2:3][C:4]([CH3:15])=[C:5]([CH:10]=[CH:11][C:12]([CH3:13])=[O:14])[C:6]([CH3:8])([CH3:9])[CH2:7]1. As a reaction SMILES: C([O:4][C:5](=[O:7])[CH3:6])(=O)C.[CH:8]12[CH2:17][CH:14]([CH2:15][CH2:16]1)[C:12](=[CH2:13])[C:9]2([CH3:11])[CH3:10].C(OOC(C)(C)C)(C)(C)C.[OH-].[Na+]>>[CH3:10][C:9]1([CH3:11])[CH:8]2[CH2:17][CH:14]([CH2:15][CH2:16]2)[CH:12]1[CH2:13][CH2:6][C:5]([OH:4])=[O:7] |f:3.4|. The product is CC1(C(C2CCC1C2)CCC(=O)O)C (3-(3,3-Dimethylnorborn-2-yl)propionic Acid). The reactants are C(C)(=O)OC(C)=O (acetic anhydride), [OH-].[Na+] (NaOH), C12C(C)(C)C(=C)C(CC1)C2 (camphene), C(C)(C)(C)OOC(C)(C)C (di-tert-butyl peroxide). Reported procedure: To refluxing acetic anhydride (1050 g., 10 moles), there is added dropwise over six hours a solution of camphene (136 g., 1 mole) and di-tert-butyl peroxide (0.1 mole, 14.6 g.). After complete addition, the mixture is heated at reflux for five hours. The cooled reaction mixture is concentrated under reduced pressure to leave a yellow-orange residual oil, 750 ml. of 2.5N NaOH is added to the residue which is then heated on the steam bath for one hour. The cooled solution is extracted once with et...